This data is from the Open Reaction Database (ORD), a public repository of structured organic reaction records. The task is: describe an organic reaction: reactants, conditions, products, and yield The reactants are Cc1cc(Br)cc(C)[n+]1[O-], CCC(c1ccc(B2OC(C)(C)C(C)(C)O2)cc1)N1CCC(CC(C)(C)O)(c2ccccc2)OC1=O. Product: CCC(c1ccc(-c2cc(C)[n+]([O-])c(C)c2)cc1)N1CCC(CC(C)(C)O)(c2ccccc2)OC1=O. As a reaction SMILES: [Br:37][c:38]1[cH:39][c:40]([CH3:46])[n+:41]([O-:45])[c:42]([CH3:44])[cH:43]1.[OH:1][C:2]([CH2:3][C:4]1([c:29]2[cH:30][cH:31][cH:32][cH:33][cH:34]2)[CH2:5][CH2:6][N:7]([CH:11]([CH2:12][CH3:13])[c:14]2[cH:15][cH:16][c:17]([B:20]3[O:21][C:22]([CH3:23])([CH3:24])[C:25]([CH3:26])([CH3:27])[O:28]3)[cH:18][cH:19]2)[C:8](=[O:10])[O:9]1)([CH3:35])[CH3:36]>>[OH:1][C:2]([CH2:3][C:4]1([c:29]2[cH:30][cH:31][cH:32][cH:33][cH:34]2)[CH2:5][CH2:6][N:7]([CH:11]([CH2:12][CH3:13])[c:14]2[cH:15][cH:16][c:17](-[c:38]3[cH:39][c:40]([CH3:46])[n+:41]([O-:45])[c:42]([CH3:44])[cH:43]3)[cH:18][cH:19]2)[C:8](=[O:10])[O:9]1)([CH3:35])[CH3:36].